The task is: describe an organic reaction: reactants, conditions, products, and yield. This data is from the Open Reaction Database (ORD), a public repository of structured organic reaction records. Starting materials: CC1(C)OC(=O)CC(=O)O1, ClCCl, [N-]=[N+]=NCCCC(=O)Cl, c1ccncc1. The product is CC1(C)OC(=O)C(C(=O)CCCN=[N+]=[N-])C(=O)O1. Reaction SMILES: [CH3:1][C:2]1([CH3:10])[O:3][C:4](=[O:9])[CH2:5][C:6](=[O:8])[O:7]1.[Cl:26][CH2:27][Cl:28].[N:17](=[N+:18]=[N-:19])[CH2:20][CH2:21][CH2:22][C:23](=[O:24])[Cl:25].[cH:11]1[cH:12][cH:13][n:14][cH:15][cH:16]1>>[CH3:1][C:2]1([CH3:10])[O:3][C:4](=[O:9])[CH:5]([C:23]([CH2:22][CH2:21][CH2:20][N:17]=[N+:18]=[N-:19])=[O:24])[C:6](=[O:8])[O:7]1. Yields the product C8, N1=C(C=CC=C1)C(=O)NC12CC3(CC(CC(C1)C3)C2)NC(=O)C2=NC(=CC=C2)N2C=NC=C2 (6-Imidazol-1-yl-pyridine-2-carboxylic acid {3-[(pyridine-2-carbonyl)-amino]-adamantan-1-yl}-amide). The reactants are C([O-])([O-])=O.[Cs+].[Cs+] (cesium carbonate), N1C=NC=C1 (imidazole), N1=C(C=CC=C1)C(=O)NC12CC3(CC(CC(C1)C3)C2)NC(=O)C2=NC(=CC=C2)Cl (6-chloro-pyridine-2-carboxylic acid {3-[(pyridine-2-carbonyl)-amino]-adamantan-1-yl}-amide), N1=C(C=CC=C1)C(=O)NC12CC3(CC(CC(C1)C3)C2)NC(=O)C2=NC(=CC=C2)Cl (6-chloro-pyridine-2-carboxylic acid {3-[(pyridine-2-carbonyl)-amino]-adamantan-1-yl}-amide). The solvent is CC(=O)N(C)C (DMA). Reported procedure: To a microwave vial was added a stir bar, 6-chloro-pyridine-2-carboxylic acid {3-[(pyridine-2-carbonyl)-amino]-adamantan-1-yl}-amide (Intermediate 4, 20 mg, 0.05 mmol), copper (II) acetoacetonate (20 mg), DMA (1 mL), imidazole (50 mg, 0.73 mmol) and cesium carbonate (60 mg, 0.15 mmol). The mixture was heated at 180° C. under microwave irradiation for 15 minutes. Solvent was removed in a high performance solvent evaporation system HT-4X (Genevac, Inc., supra). The residue was dissolved in DCM (2 ... The reagents and catalysts are [Cu+2] (copper (II)). Reaction SMILES: [N:1]1[CH:6]=[CH:5][CH:4]=[CH:3][C:2]=1[C:7]([NH:9][C:10]12[CH2:19][CH:14]3[CH2:15][CH:16]([CH2:18][C:12]([NH:20][C:21]([C:23]4[CH:28]=[CH:27][CH:26]=[C:25](Cl)[N:24]=4)=[O:22])([CH2:13]3)[CH2:11]1)[CH2:17]2)=[O:8].[NH:30]1[CH:34]=[CH:33][N:32]=[CH:31]1.C(=O)([O-])[O-].[Cs+].[Cs+]>[Cu+2].CC(N(C)C)=O>[N:1]1[CH:6]=[CH:5][CH:4]=[CH:3][C:2]=1[C:7]([NH:9][C:10]12[CH2:19][CH:14]3[CH2:15][CH:16]([CH2:18][C:12]([NH:20][C:21]([C:23]4[CH:28]=[CH:27][CH:26]=[C:25]([N:30]5[CH:34]=[CH:33][N:32]=[CH:31]5)[N:24]=4)=[O:22])([CH2:13]3)[CH2:11]1)[CH2:17]2)=[O:8] |f:2.3.4|. Yield: 20.3%. Run at temperature 180 celsius.